From a dataset of the Open Reaction Database (ORD), a public repository of structured organic reaction records. describe an organic reaction: reactants, conditions, products, and yield The reactants are O1CCCC=C1 (3,4-Dihydro-2H-pyran), O.C1(=CC=C(C=C1)S(=O)(=O)O)C (p-toluenesulfonic acid monohydrate), BrC1=NNC2=CC=CC=C12 (3-bromo-1H-indazole). The solvent is C(C)(=O)OCC (ethyl acetate). The product is BrC1=NN(C2=CC=CC=C12)C1OCCCC1 (3-bromo-1-(tetrahydro-2H-pyran-2-yl)-1H-indazole). Yield: 98.1%. RXN SMILES: [O:1]1[CH:6]=[CH:5][CH2:4][CH2:3][CH2:2]1.O.C1(C)C=CC(S(O)(=O)=O)=CC=1.[Br:19][C:20]1[C:28]2[C:23](=[CH:24][CH:25]=[CH:26][CH:27]=2)[NH:22][N:21]=1>C(OCC)(=O)C>[Br:19][C:20]1[C:28]2[C:23](=[CH:24][CH:25]=[CH:26][CH:27]=2)[N:22]([CH:6]2[CH2:5][CH2:4][CH2:3][CH2:2][O:1]2)[N:21]=1 |f:1.2|. Procedure details: 3,4-Dihydro-2H-pyran (0.232 mL, 2.54 mmol) and p-toluenesulfonic acid monohydrate (0.024 g, 0.127 mmol) were added to a solution of 3-bromo-1H-indazole (0.250 g, 1.269 mmol) in ethyl acetate (12.0 ml), and the mixture was heated at reflux for 48 h. The reaction mixture was partitioned between ethyl acetate and saturated aqueous sodium bicarbonate solution. The aqueous phase was separated and extracted with ethyl acetate. The combined organic phases were washed with brine, dried over anhydrous so... The reactants are ONCc1ccc(Br)s1, CN=C=O. Product: CNC(=O)N(O)Cc1ccc(Br)s1. As a reaction SMILES: [Br:1][c:2]1[cH:3][cH:4][c:5]([CH2:7][NH:8][OH:9])[s:6]1.[CH3:10][N:11]=[C:12]=[O:13]>>[Br:1][c:2]1[cH:3][cH:4][c:5]([CH2:7][N:8]([OH:9])[C:12]([NH:11][CH3:10])=[O:13])[s:6]1. The reactants are C1(=CC=CC=C1)C12CC3(CC(CC(C1)C3)C2)CC(=O)O (3-Phenyl-l-adamantaneacetic acid), BrC12CC3(CC(CC(C1)C3)C2)CC(=O)OC (Methyl 3-bromoadamantaneacetate), [Cl-].[Cl-].[Cl-].[Al+3] (Aluminum trichloride). Solvent: C1=CC=CC=C1 (benzene). The product is C1(=CC=CC=C1)C12CC3(CC(CC(C1)C3)C2)CC(=O)OC (methyl 3-phenyl-1-adamantaneacetate). As a reaction SMILES: [C:1]1([C:7]23[CH2:16][CH:11]4[CH2:12][CH:13]([CH2:15][C:9]([CH2:17][C:18]([OH:20])=[O:19])([CH2:10]4)[CH2:8]2)[CH2:14]3)[CH:6]=[CH:5][CH:4]=[CH:3][CH:2]=1.Br[C:22]12CC3CC(CC(CC(OC)=O)(C3)C1)C2.[Cl-].[Cl-].[Cl-].[Al+3]>C1C=CC=CC=1>[C:1]1([C:7]23[CH2:16][CH:11]4[CH2:12][CH:13]([CH2:15][C:9]([CH2:17][C:18]([O:20][CH3:22])=[O:19])([CH2:10]4)[CH2:8]2)[CH2:14]3)[CH:2]=[CH:3][CH:4]=[CH:5][CH:6]=1 |f:2.3.4.5|. Procedure details: Preparation of 3-Phenyl-l-adamantaneacetic acid, a hapten. Methyl 3-bromoadamantaneacetate (80 g) (Aldrich Chemical Co. Milwaukee Wis.) was dissolved in benzene (1.6 L) under nitrogen. Aluminum trichloride (37.12 g) was added portionwise over 75 min. at ambient temperature. The reaction mixture was then quenched by the addition of 0.5M phosphoric acid (1.6 L). The layers were separated and the organic layer was dried over sodium sulfate, filtered, and evaporated in vacuo to give methyl 3-phenyl-... Starting materials: CC[PH+](CC)CC, CCP(CC)CC, Cc1ccccc1, [Cl-], ClCc1ccccc1CCl. Product: CC[P+](CC)(CC)Cc1ccccc1CCl, [Cl-]. RXN SMILES: [CH2:19]([PH+:20]([CH2:21][CH3:22])[CH2:23][CH3:24])[CH3:25].[CH3:11][CH2:12][P:13]([CH2:14][CH3:15])[CH2:16][CH3:17].[CH3:26][c:27]1[cH:28][cH:29][cH:30][cH:31][cH:32]1.[Cl-:18].[Cl:1][CH2:2][c:3]1[c:4]([CH2:9][Cl:10])[cH:5][cH:6][cH:7][cH:8]1>>[CH2:2]([c:3]1[c:4]([CH2:9][Cl:10])[cH:5][cH:6][cH:7][cH:8]1)[P+:13]([CH2:12][CH3:11])([CH2:14][CH3:15])[CH2:16][CH3:17].[Cl-:1]. Reactants: CC(CC(C#C)O)(CCC)C (5,5-dimethyl-1-octyn-3-ol), O1CCCC=C1 (dihydropyran). Reagents/catalysts: P(=O)(Cl)(Cl)Cl (phosphorus oxychloride). Yields the product CC(CC(C#C)OC1OCCCC1)(CCC)C (5,5-dimethyl-3-tetrahydropyranyloxy-1-octyne). As a reaction SMILES: [CH3:1][C:2]([CH3:11])([CH2:8][CH2:9][CH3:10])[CH2:3][CH:4]([OH:7])[C:5]#[CH:6].[O:12]1[CH:17]=[CH:16][CH2:15][CH2:14][CH2:13]1>P(Cl)(Cl)(Cl)=O>[CH3:1][C:2]([CH3:11])([CH2:8][CH2:9][CH3:10])[CH2:3][CH:4]([O:7][CH:13]1[CH2:14][CH2:15][CH2:16][CH2:17][O:12]1)[C:5]#[CH:6]. Procedure details: Treatment of 23.1 g. (0.150 mole) of 5,5-dimethyl-1-octyn-3-ol (Example 998) with 126 g. of dihydropyran and 1 drop of phosphorus oxychloride as described in Example 995 gives the title compound. Starting materials: CC(C)(C)OC(=O)N1CC2C=C(c3cncc(Br)c3)CC2C1, C=C[Sn](CCCC)(CCCC)CCCC, Cc1ccccc1, c1ccc(P(c2ccccc2)(c2ccccc2)[Pd](P(c2ccccc2)(c2ccccc2)c2ccccc2)(P(c2ccccc2)(c2ccccc2)c2ccccc2)P(c2ccccc2)(c2ccccc2)c2ccccc2)cc1. Yields the product C=Cc1cncc(C2=CC3CN(C(=O)OC(C)(C)C)CC3C2)c1. Reaction SMILES: [Br:16][c:17]1[cH:18][c:19]([C:23]2=[CH:37][CH:26]3[CH:25]([CH2:24]2)[CH2:29][N:28]([C:30](=[O:31])[O:32][C:33]([CH3:34])([CH3:35])[CH3:36])[CH2:27]3)[cH:20][n:21][cH:22]1.[CH2:1]([CH2:2][CH2:14][CH3:15])[Sn:3]([CH2:4][CH2:5][CH2:6][CH3:7])([CH2:8][CH2:9][CH2:10][CH3:11])[CH:12]=[CH2:13].[CH3:38][c:39]1[cH:40][cH:41][cH:42][cH:43][cH:44]1.[cH:45]1[cH:46][cH:47][c:48]([P:49]([Pd:50]([P:51]([c:52]2[cH:53][cH:54][cH:55][cH:56][cH:57]2)([c:58]2[cH:59][cH:60][cH:61][cH:62][cH:63]2)[c:64]2[cH:65][cH:66][cH:67][cH:68][cH:69]2)([P:70]([c:71]2[cH:72][cH:73][cH:74][cH:75][cH:76]2)([c:77]2[cH:78][cH:79][cH:80][cH:81][cH:82]2)[c:83]2[cH:84][cH:85][cH:86][cH:87][cH:88]2)[P:89]([c:90]2[cH:91][cH:92][cH:93][cH:94][cH:95]2)([c:96]2[cH:97][cH:98][cH:99][cH:100][cH:101]2)[c:102]2[cH:103][cH:104][cH:105][cH:106][cH:107]2)([c:108]2[cH:109][cH:110][cH:111][cH:112][cH:113]2)[c:114]2[cH:115][cH:116][cH:117][cH:118][cH:119]2)[cH:120][cH:121]1>>[CH:1](=[CH2:2])[c:17]1[cH:18][c:19]([C:23]2=[CH:37][CH:26]3[CH:25]([CH2:24]2)[CH2:29][N:28]([C:30](=[O:31])[O:32][C:33]([CH3:34])([CH3:35])[CH3:36])[CH2:27]3)[cH:20][n:21][cH:22]1. Starting materials: IC1=CC=C(CNC([C@H](CCC(=O)OC)NC([C@H](CCC(=O)OC)NC(=S)NC2=CC=C(C=C2)S(N)(=O)=O)=O)=O)C=C1 ((S)-methyl 5-(4-iodobenzylamino)-4-((S)-5-methoxy-5-oxo-2-(3-(4-sulfamoylphenyl)thioureido)pentanamido)-5-oxopentanoate), [OH-].[Li+] (lithium hydroxide). Solvent: CO (methanol), O (water). Yields the product C(=O)(O)CC[C@@H](C(=O)NCC1=CC=C(C=C1)I)NC([C@H](CCC(=O)O)NC(=S)NC1=CC=C(C=C1)S(N)(=O)=O)=O ((S)-5-((S)-4-carboxy-1-(4-iodobenzylamino)-1-oxobutan-2-ylamino)-5-oxo-4-(3-(4-sulfamoylphenyl)thioureido)pentanoic Acid). Isolated yield 25.9%. Reaction SMILES: [I:1][C:2]1[CH:42]=[CH:41][C:5]([CH2:6][NH:7][C:8](=[O:40])[C@@H:9]([NH:16][C:17](=[O:39])[C@@H:18]([NH:25][C:26]([NH:28][C:29]2[CH:34]=[CH:33][C:32]([S:35](=[O:38])(=[O:37])[NH2:36])=[CH:31][CH:30]=2)=[S:27])[CH2:19][CH2:20][C:21]([O:23]C)=[O:22])[CH2:10][CH2:11][C:12]([O:14]C)=[O:13])=[CH:4][CH:3]=1.[OH-].[Li+]>CO.O>[C:12]([CH2:11][CH2:10][C@H:9]([NH:16][C:17](=[O:39])[C@@H:18]([NH:25][C:26]([NH:28][C:29]1[CH:30]=[CH:31][C:32]([S:35](=[O:37])(=[O:38])[NH2:36])=[CH:33][CH:34]=1)=[S:27])[CH2:19][CH2:20][C:21]([OH:23])=[O:22])[C:8]([NH:7][CH2:6][C:5]1[CH:4]=[CH:3][C:2]([I:1])=[CH:42][CH:41]=1)=[O:40])([OH:14])=[O:13] |f:1.2|. Procedure details: A solution of (S)-methyl 5-(4-iodobenzylamino)-4-((S)-5-methoxy-5-oxo-2-(3-(4-sulfamoylphenyl)thioureido)pentanamido)-5-oxopentanoate (0.200 g, 0.27 mmol) and lithium hydroxide (48 mg) in methanol (3.0 mL) and water (1.0 mL) was stirred at room temperature for overnight. The reaction mixture was purified by HPLC to give the title product (49.4 mg) as a yellow solid. MS (ESI), 728 (M+Na)+. The reactants are C1CCC2=NCCCN2CC1, Cc1ccccc1, Cc1cc2c(cc1C(F)(F)F)N(C(=O)OC(C)(C)C)CCCC2O, [N-]=[N+]=NP(=O)(c1ccccc1)c1ccccc1. Yields the product Cc1cc2c(cc1C(F)(F)F)N(C(=O)OC(C)(C)C)CCCC2N=[N+]=[N-]. RXN SMILES: [CH2:42]1[CH2:43][CH2:44][C:45]2=[N:50][CH2:49][CH2:48][CH2:47][N:46]2[CH2:51][CH2:52]1.[CH3:53][c:54]1[cH:55][cH:56][cH:57][cH:58][cH:59]1.[OH:1][CH:2]1[c:3]2[c:4]([cH:16][c:17]([C:21]([F:22])([F:23])[F:24])[c:18]([CH3:20])[cH:19]2)[N:5]([C:9](=[O:10])[O:11][C:12]([CH3:13])([CH3:14])[CH3:15])[CH2:6][CH2:7][CH2:8]1.[c:25]1([P:26]([c:27]2[cH:28][cH:29][cH:30][cH:31][cH:32]2)(=[O:33])[N:39]=[N+:40]=[N-:41])[cH:34][cH:35][cH:36][cH:37][cH:38]1>>[CH:2]1([N:39]=[N+:40]=[N-:41])[c:3]2[c:4]([cH:16][c:17]([C:21]([F:22])([F:23])[F:24])[c:18]([CH3:20])[cH:19]2)[N:5]([C:9](=[O:10])[O:11][C:12]([CH3:13])([CH3:14])[CH3:15])[CH2:6][CH2:7][CH2:8]1. Starting materials: SCCN(C(N[C@@H]1C(=O)OCC1)=O)CCC1=CC=CC=C1 ((2S)-2-[3-(2-Mercaptoethyl)-3-phenethylureido]-4-butanolide), [OH-].[Li+] (lithium hydroxide). Solvent: CO (methanol). Reaction conditions: time 35 minute. Product: OCC[C@@H](C(=O)O)NC(=O)N(CCC1=CC=CC=C1)CCS ((2S)-4-Hydroxy-2-[3-(2-mercaptoethyl)-3-phenethylureido]butyric Acid). The yield is 48.0%. RXN SMILES: [SH:1][CH2:2][CH2:3][N:4]([CH2:14][CH2:15][C:16]1[CH:21]=[CH:20][CH:19]=[CH:18][CH:17]=1)[C:5](=[O:13])[NH:6][C@H:7]1[CH2:12][CH2:11][O:10][C:8]1=[O:9].[OH-:22].[Li+]>CO>[OH:10][CH2:11][CH2:12][C@H:7]([NH:6][C:5]([N:4]([CH2:3][CH2:2][SH:1])[CH2:14][CH2:15][C:16]1[CH:21]=[CH:20][CH:19]=[CH:18][CH:17]=1)=[O:13])[C:8]([OH:22])=[O:9] |f:1.2|. Procedure details: (2S)-2-[3-(2-Mercaptoethyl)-3-phenethylureido]-4-butanolide (Compound No. 1-69, 2.9 g) is dissolved in methanol (19 ml) under a nitrogen atmosphere. A 2 N aqueous lithium hydroxide solution (5.6 ml) is added thereto under ice cooling, and the mixture is stirred under ice cooling for 50 minutes and further at room temperature for 35 minutes. The reaction mixture is concentrated under reduced pressure, a 10% aqueous citric acid solution is added to the concentrate, and the whole is extracted with ... RXN SMILES: [Br:1][C:2]1[CH:3]=[C:4]([C:12]([O:14]C)=O)[C:5](=[O:11])[NH:6][C:7]=1[CH:8]([F:10])[F:9].[NH2:16][CH:17]([CH3:21])[CH2:18][O:19][CH3:20].Cl>>[Br:1][C:2]1[CH:3]=[C:4]([C:12]([NH:16][CH:17]([CH3:21])[CH2:18][O:19][CH3:20])=[O:14])[C:5](=[O:11])[NH:6][C:7]=1[CH:8]([F:9])[F:10]. Starting materials: BrC=1C=C(C(NC1C(F)F)=O)C(=O)OC (methyl 5-bromo-6-(difluoromethyl)-2-oxo-1,2-dihydropyridine-3-carboxylate), NC(COC)C (2-amino-1-methoxypropane), Cl (hydrochloric acid). Product: BrC=1C=C(C(NC1C(F)F)=O)C(=O)NC(COC)C (5-Bromo-6-(difluoromethyl)-N-(2-methoxy-methylethyl)-2-oxo-1,2-dihydropyridine-3-carboxamide). Procedure: At room temperature, 334 mg (1.19 mmol) of methyl 5-bromo-6-(difluoromethyl)-2-oxo-1,2-dihydropyridine-3-carboxylate in 3.3 ml (41 mmol) of 2-amino-1-methoxypropane were stirred for 14 h. The pH was then adjusted to 2 by addition of 1N hydrochloric acid, and the mixture was extracted with dichloromethane. Drying and concentration of the extract gave 360 mg (89% of theory) of the product.